From a dataset of the Open Reaction Database (ORD), a public repository of structured organic reaction records. describe an organic reaction: reactants, conditions, products, and yield The reactants are CCOc1ccc([N+](=O)[O-])c(CO)c1, CCO, NN, O. Product: CCOc1ccc(N)c(CO)c1. Reaction SMILES: [CH2:1]([CH3:2])[O:3][c:4]1[cH:5][cH:6][c:7]([N+:12]([O-:13])=[O:14])[c:8]([CH2:10][OH:11])[cH:9]1.[CH3:18][CH2:19][OH:20].[NH2:16][NH2:17].[OH2:15]>>[CH2:1]([CH3:2])[O:3][c:4]1[cH:5][cH:6][c:7]([NH2:12])[c:8]([CH2:10][OH:11])[cH:9]1. Reactants: CC(C)C(O)(c1ccc2cc(Br)ccc2c1)c1cn(C(c2ccccc2)(c2ccccc2)c2ccccc2)cn1, CO, Cl, [Na+], O=C([O-])O, c1ccncc1. Product: CC(C)C(O)(c1ccc2cc(Br)ccc2c1)c1c[nH]cn1. Reaction SMILES: [Br:1][c:2]1[cH:3][c:4]2[cH:5][cH:6][c:7]([C:12]([CH:13]([CH3:14])[CH3:15])([OH:16])[c:17]3[n:18][cH:19][n:20]([C:22]([c:23]4[cH:24][cH:25][cH:26][cH:27][cH:28]4)([c:29]4[cH:30][cH:31][cH:32][cH:33][cH:34]4)[c:35]4[cH:36][cH:37][cH:38][cH:39][cH:40]4)[cH:21]3)[cH:8][c:9]2[cH:10][cH:11]1.[CH3:53][OH:54].[ClH:41].[Na+:48].[OH:49][C:50](=[O:51])[O-:52].[n:42]1[cH:43][cH:44][cH:45][cH:46][cH:47]1>>[Br:1][c:2]1[cH:3][c:4]2[cH:5][cH:6][c:7]([C:12]([CH:13]([CH3:14])[CH3:15])([OH:16])[c:17]3[n:18][cH:19][nH:20][cH:21]3)[cH:8][c:9]2[cH:10][cH:11]1. Starting materials: ClC=1C=C(C(N(N1)C)=O)NC1=NC(=NC=C1)C (6-Chloro-2-methyl-4-(2-methylpyrimidin-4-ylamino)pyridazin-3(2H)-one), C(C)(=O)OCC=1C(=NC=CC1B(O)O)N1C(C2=CC=3CC(CC3N2CC1)(C)C)=O ({3-[(Acetyloxy)methyl]-2-{4,4-dimethyl-9-oxo-1,10-diazatricyclo[6.4.0.02,6]dodeca-2(6),7-dien-10-yl}pyridin-4-yl}boronic Acid), [O-]P(=O)([O-])[O-].[K+].[K+].[K+] (K3PO4), C(C)(=O)[O-].[Na+] (sodium acetate). The reagents and catalysts are C1=CC=C(C=C1)P([C-]2C=CC=C2)C3=CC=CC=C3.C1=CC=C(C=C1)P([C-]2C=CC=C2)C3=CC=CC=C3.Cl[Pd]Cl.[Fe+2] (PdCl2(dppf)). The solvent is O (water), C(C)#N (acetonitrile). Reaction conditions: temperature 100 celsius. Product: C(C)(=O)OCC=1C(=NC=CC1C1=NN(C(C(=C1)NC1=NC(=NC=C1)C)=O)C)N1C(C2=CC=3CC(CC3N2CC1)(C)C)=O ((2-{4,4-Dimethyl-9-oxo-1,10-diazatricyclo[6.4.0.02,6]dodeca-2(6),7-dien-10-yl}-4-{1-methyl-5-[(2-methylpyrimidin-4-yl)amino]-6-oxo-1,6-dihydropyridazin-3-yl}pyridin-3-yl)methyl Acetate). Yield: 33.0%. RXN SMILES: Cl[C:2]1[CH:3]=[C:4]([NH:10][C:11]2[CH:16]=[CH:15][N:14]=[C:13]([CH3:17])[N:12]=2)[C:5](=[O:9])[N:6]([CH3:8])[N:7]=1.[C:18]([O:21][CH2:22][C:23]1[C:24]([N:32]2[CH2:43][CH2:42][N:41]3[C:34](=[CH:35][C:36]4[CH2:37][C:38]([CH3:45])([CH3:44])[CH2:39][C:40]=43)[C:33]2=[O:46])=[N:25][CH:26]=[CH:27][C:28]=1B(O)O)(=[O:20])[CH3:19].[O-]P([O-])([O-])=O.[K+].[K+].[K+].C([O-])(=O)C.[Na+]>C1C=CC(P(C2C=CC=CC=2)[C-]2C=CC=C2)=CC=1.C1C=CC(P(C2C=CC=CC=2)[C-]2C=CC=C2)=CC=1.Cl[Pd]Cl.[Fe+2].O.C(#N)C>[C:18]([O:21][CH2:22][C:23]1[C:24]([N:32]2[CH2:43][CH2:42][N:41]3[C:34](=[CH:35][C:36]4[CH2:37][C:38]([CH3:45])([CH3:44])[CH2:39][C:40]=43)[C:33]2=[O:46])=[N:25][CH:26]=[CH:27][C:28]=1[C:2]1[CH:3]=[C:4]([NH:10][C:11]2[CH:16]=[CH:15][N:14]=[C:13]([CH3:17])[N:12]=2)[C:5](=[O:9])[N:6]([CH3:8])[N:7]=1)(=[O:20])[CH3:19] |f:2.3.4.5,6.7,8.9.10.11|. Procedure details: A round-bottomed flask equipped with a reflux condenser was charged with 225a (200 mg, 0.80 mmol), (3-(acetoxymethyl)-2-(7,7-dimethyl-1-oxo-3,4,7,8-tetrahydro-1H-cyclopenta[4,5]pyrrolo[1,2-a]pyrazin-2(6H)-yl)pyridin-4-yl)boronic acid 199e (318 mg, 0.80 mmol), PdCl2(dppf) (65.3 mg, 0.080 mmol), K3PO4 (624 mg, 2.4 mmol), sodium acetate (200 mg, 2.4 mmol), acetonitrile (10 mL), and water (0.5 mL). After three cycles of vacuum/argon flush, the mixture was heated at 100° C. for 3 h. It was then filte... Reactants: CC(C)CC1C(=O)N(C)CCN1Cc1ccccc1, CO, [H][H], [Pd]. Product: CC(C)CC1NCCN(C)C1=O. RXN SMILES: [CH3:1][N:2]1[C:3](=[O:19])[CH:4]([CH2:15][CH:16]([CH3:17])[CH3:18])[N:5]([CH2:8][c:9]2[cH:10][cH:11][cH:12][cH:13][cH:14]2)[CH2:6][CH2:7]1.[CH3:22][OH:23].[H:20][H:21].[Pd:24]>>[CH3:1][N:2]1[C:3](=[O:19])[CH:4]([CH2:15][CH:16]([CH3:17])[CH3:18])[NH:5][CH2:6][CH2:7]1. Reactants: C1COCCO1, CO, Nc1cccc(F)c1C(=O)O, [Na+], O=C([O-])O, O=S(Cl)Cl. Product: COC(=O)c1c(N)cccc1F. RXN SMILES: [CH2:23]1[O:24][CH2:25][CH2:26][O:27][CH2:28]1.[CH3:21][OH:22].[NH2:1][c:2]1[c:3]([C:4](=[O:5])[OH:6])[c:7]([F:11])[cH:8][cH:9][cH:10]1.[Na+:20].[O-:16][C:17]([OH:18])=[O:19].[S:12]([Cl:13])([Cl:14])=[O:15]>>[NH2:1][c:2]1[c:3]([C:4](=[O:5])[O:6][CH3:17])[c:7]([F:11])[cH:8][cH:9][cH:10]1. Starting materials: CCS(=O)(=O)c1nnnn1-c1ccccc1, CN([SiH](C)C)[Si](C)(C)C, COCCOC, CC(C)(C)OC(=O)NC1CCC(CCC=O)CC1, [K], O. Yields the product CC=CCCC1CCC(NC(=O)OC(C)(C)C)CC1. As a reaction SMILES: [CH2:1]([CH3:2])[S:3]([c:4]1[n:5](-[c:6]2[cH:7][cH:8][cH:9][cH:10][cH:11]2)[n:12][n:13][n:14]1)(=[O:15])=[O:16].[CH3:17][SiH:18]([CH3:19])[N:20]([CH3:21])[Si:22]([CH3:23])([CH3:24])[CH3:25].[CH3:46][O:47][CH2:48][CH2:49][O:50][CH3:51].[CH:27](=[O:28])[CH2:29][CH2:30][CH:31]1[CH2:32][CH2:33][CH:34]([NH:37][C:38]([O:39][C:40]([CH3:41])([CH3:42])[CH3:43])=[O:44])[CH2:35][CH2:36]1.[K:26].[OH2:45]>>[CH:1]([CH3:2])=[CH:27][CH2:29][CH2:30][CH:31]1[CH2:32][CH2:33][CH:34]([NH:37][C:38]([O:39][C:40]([CH3:41])([CH3:42])[CH3:43])=[O:44])[CH2:35][CH2:36]1.